From a dataset of the Open Reaction Database (ORD), a public repository of structured organic reaction records. describe an organic reaction: reactants, conditions, products, and yield Reaction conditions: time 3 hour. The reactants are O1CCCC=C1 (3,4-dihydro-2H-pyran), CCOCC (ether), SCCO (2-mercaptoethanol), C1(=CC=C(C=C1)S(=O)(=O)[O-])C.[NH+]1=CC=CC=C1 (pyridinium p-toluenesulfonate), O1CCCC=C1 (3,4-dihydro-2H-pyran). Reaction SMILES: [SH:1][CH2:2][CH2:3][OH:4].[C:5]1([CH3:15])[CH:10]=[CH:9][C:8](S([O-])(=O)=O)=CC=1.[NH+]1C=CC=CC=1.[O:22]1[CH:27]=[CH:26][CH2:25][CH2:24][CH2:23]1.CC[O:30]CC>ClCCl>[O:22]1[CH2:23][CH2:24][CH2:25][CH2:26][CH:27]1[S:1][CH2:2][CH2:3][O:4][CH:8]1[CH2:9][CH2:10][CH2:5][CH2:15][O:30]1 |f:1.2|. Reported procedure: A mixed solution of 2-mercaptoethanol (25.0 g) and pyridinium p-toluenesulfonate (8.04 g) in dichloromethane (400 ml) was cooled with ice and 3,4-dihydro-2H-pyran (70 g) was gradually added. The mixture was stirred at room temperature for 3 hours. Then, 3,4-dihydro-2H-pyran (10.8 g) was further added and the mixture was stirred for an additional 3 hours. To this reaction mixture was added ether (1 l) and the organic layer was washed with aqueous sodium chloride solution and dried over anhydrous ... The product is O1C(CCCC1)SCCOC1OCCCC1 (tetrahydropyran-2-yl 2-[(tetrahydropyran-2-yl)thio]ethyl ether). The solvent is ClCCl (dichloromethane). Starting materials: C(C)(C)(C)OC(N(C)C1(CCNCC1)S(=O)(=O)C1=CC=C(C=C1)C1=NOC(=N1)CCCCCCCC)=O ((4-{[4-(5-octyl-1,2,4-oxadiazol-3-yl)phenyl]sulfonyl}-4-piperidinyl)-methylcarbamic acid t-butyl ester). Run in C(=O)O (formic acid). Product: C(CCCCCCC)C1=NC(=NO1)C1=CC=C(C=C1)S(=O)(=O)C1(CCNCC1)NC ((4-{[4-(5-Octyl-1,2,4-oxadiazol-3-yl)phenyl]sulfonyl}-4-piperidinyl)-methylamine). Reaction SMILES: C(O[C:6](=O)[N:7]([C:9]1([S:15]([C:18]2[CH:23]=[CH:22][C:21]([C:24]3[N:28]=[C:27]([CH2:29][CH2:30][CH2:31][CH2:32][CH2:33][CH2:34][CH2:35][CH3:36])[O:26][N:25]=3)=[CH:20][CH:19]=2)(=[O:17])=[O:16])[CH2:14][CH2:13][NH:12][CH2:11][CH2:10]1)C)(C)(C)C>C(O)=O>[CH2:29]([C:27]1[O:26][N:25]=[C:24]([C:21]2[CH:22]=[CH:23][C:18]([S:15]([C:9]3([NH:7][CH3:6])[CH2:14][CH2:13][NH:12][CH2:11][CH2:10]3)(=[O:17])=[O:16])=[CH:19][CH:20]=2)[N:28]=1)[CH2:30][CH2:31][CH2:32][CH2:33][CH2:34][CH2:35][CH3:36]. Procedure details: A solution of (4-{[4-(5-octyl-1,2,4-oxadiazol-3-yl)phenyl]sulfonyl}-4-piperidinyl)-methylcarbamic acid t-butyl ester in formic acid was stirred at ambient temperature for 4 hours. Concentrated in vacuo to give 0.21 g of the product as a formate salt. The reactants are ClC=1N=C(C2=C(N1)NC=C2)N2CCCCC2 (2-chloro-4-(piperidin-1-yl)-7H-pyrrolo[2,3-d]pyrimidine), NC1=CC=C(C=C1)N1CCN(CC1)C(C)=O (1-(4-(4-aminophenyl)piperazin-1-yl)ethanone), C[Si](C)(C)Cl (trimethylsilyl chloride). The solvent is CCCCO (n-BuOH), CCCCO (n-BuOH). Yields the product N1(CCNCC1)C1=CC=C(C=C1)NC=1N=C(C2=C(N1)NC=C2)N2CCCCC2 (N-(4-(piperazin-1-yl)phenyl)-4-(piperidin-1-yl)-7H-pyrrolo[2,3-d]pyrimidin-2-amine), N1(CCCCC1)C=1C2=C(N=C(N1)NC1=CC=C(C=C1)N1CCN(CC1)C(C)=O)NC=C2 (1-(4-(4-(4-(piperidin-1-yl)-7H-pyrrolo[2,3-d]pyrimidin-2-ylamino)phenyl)piperazin-1-yl)ethanone). RXN SMILES: Cl[C:2]1[N:3]=[C:4]([N:11]2[CH2:16][CH2:15][CH2:14][CH2:13][CH2:12]2)[C:5]2[CH:10]=[CH:9][NH:8][C:6]=2[N:7]=1.[NH2:17][C:18]1[CH:23]=[CH:22][C:21]([N:24]2[CH2:29][CH2:28][N:27]([C:30](=[O:32])[CH3:31])[CH2:26][CH2:25]2)=[CH:20][CH:19]=1.C[Si](Cl)(C)C>CCCCO>[N:24]1([C:21]2[CH:20]=[CH:19][C:18]([NH:17][C:2]3[N:3]=[C:4]([N:11]4[CH2:16][CH2:15][CH2:14][CH2:13][CH2:12]4)[C:5]4[CH:10]=[CH:9][NH:8][C:6]=4[N:7]=3)=[CH:23][CH:22]=2)[CH2:25][CH2:26][NH:27][CH2:28][CH2:29]1.[N:11]1([C:4]2[C:5]3[CH:10]=[CH:9][NH:8][C:6]=3[N:7]=[C:2]([NH:17][C:18]3[CH:19]=[CH:20][C:21]([N:24]4[CH2:25][CH2:26][N:27]([C:30](=[O:32])[CH3:31])[CH2:28][CH2:29]4)=[CH:22][CH:23]=3)[N:3]=2)[CH2:16][CH2:15][CH2:14][CH2:13][CH2:12]1. Procedure: A mixture of 2-chloro-4-(piperidin-1-yl)-7H-pyrrolo[2,3-d]pyrimidine (123 mg, 0.520 mmol), 1-(4-(4-aminophenyl)piperazin-1-yl)ethanone (200 mg, 0.913 mmol) and trimethylsilyl chloride (0.200 mL, 1.58 mmol) in n-BuOH (5 mL) was stirred at 120° C. for 20 h. n-BuOH was removed in vacuo. The residue was purified by HPLC to give N-(4-(piperazin-1-yl)phenyl)-4-(piperidin-1-yl)-7H-pyrrolo[2,3-d]pyrimidin-2-amine (5 mg) (MS 378.5 (M+H)) and 1-(4-(4-(4-(piperidin-1-yl)-7H-pyrrolo[2,3-d]pyrimidin-2-ylamin... Starting materials: ClCCl, O=C(O)C=Cc1ccc(OCc2cccc(F)c2)cc1, O=S(Cl)Cl. Yields the product O=C(Cl)C=Cc1ccc(OCc2cccc(F)c2)cc1. Reaction SMILES: [Cl:25][CH2:26][Cl:27].[F:1][c:2]1[cH:3][c:4]([CH2:5][O:6][c:7]2[cH:8][cH:9][c:10]([CH:13]=[CH:14][C:15](=[O:16])[OH:17])[cH:11][cH:12]2)[cH:18][cH:19][cH:20]1.[S:21]([Cl:22])([Cl:23])=[O:24]>>[F:1][c:2]1[cH:3][c:4]([CH2:5][O:6][c:7]2[cH:8][cH:9][c:10]([CH:13]=[CH:14][C:15](=[O:16])[Cl:23])[cH:11][cH:12]2)[cH:18][cH:19][cH:20]1. The reactants are FC(C1=CC=C(COC(=O)N2CC(CCC2)C2=CC(=C(C=C2)C)NCC(=O)OCC)C=C1)(F)F (3-[3-(ethoxycarbonylmethyl-amino)-4-methyl-phenyl]-piperidine-1-carboxylic acid 4-trifluoromethyl-benzyl ester), C([O-])([O-])=O.[K+].[K+] (potassium carbonate), CO (methanol). The solvent is O (water). Product: FC(C1=CC=C(COC(=O)N2CC(CCC2)C2=CC(=C(C=C2)C)NCC(=O)O)C=C1)(F)F (3-[3-(carboxymethyl-amino)-4-methyl-phenyl]-piperidine-1-carboxylic acid 4-trifluoromethyl-benzyl ester). The yield is 106.2%. RXN SMILES: [F:1][C:2]([F:34])([F:33])[C:3]1[CH:32]=[CH:31][C:6]([CH2:7][O:8][C:9]([N:11]2[CH2:16][CH2:15][CH2:14][CH:13]([C:17]3[CH:22]=[CH:21][C:20]([CH3:23])=[C:19]([NH:24][CH2:25][C:26]([O:28]CC)=[O:27])[CH:18]=3)[CH2:12]2)=[O:10])=[CH:5][CH:4]=1.C(=O)([O-])[O-].[K+].[K+].CO>O>[F:33][C:2]([F:1])([F:34])[C:3]1[CH:32]=[CH:31][C:6]([CH2:7][O:8][C:9]([N:11]2[CH2:16][CH2:15][CH2:14][CH:13]([C:17]3[CH:22]=[CH:21][C:20]([CH3:23])=[C:19]([NH:24][CH2:25][C:26]([OH:28])=[O:27])[CH:18]=3)[CH2:12]2)=[O:10])=[CH:5][CH:4]=1 |f:1.2.3|. Procedure: A mixture of 3-[3-(ethoxycarbonylmethyl-amino)-4-methyl-phenyl]-piperidine-1-carboxylic acid 4-trifluoromethyl-benzyl ester (40 mg, 0.0.084 mmol), potassium carbonate (23 mg, 0.167 mmol), methanol (5 mL) and water (1 mL) was heated at reflux for 3 h, cooled to room temperature and concentrated under reduced pressure. The resulting residue was taken up in water (50 mL), acidified with 1N aqueous hydrochloric acid and extracted with ethyl acetate (2×50 mL). The combined organic extracts were washe... Reactants: OP(=O)(O)[O-].[K+] (Potassium phosphate monobasic), O.O.O.O.O.O.O.OP(=O)([O-])[O-].[Na+].[Na+] (Sodium phosphate dibasic heptahydrate), [Cl-].[Na+] (Sodium Chloride). The solvent is O (water). Product: OP(=O)(O)[O-].OP(=O)([O-])[O-].[Na+].[Na+].[Na+].[Cl-].[Cl-].[K+].[K+] (Phosphate Buffered Saline). RXN SMILES: [OH:1][P:2]([O-:5])([OH:4])=[O:3].[K+:6].O.O.O.O.O.O.O.[OH:14][P:15]([O-:18])([O-:17])=[O:16].[Na+:19].[Na+].[Cl-:21].[Na+]>O>[OH:3][P:2]([O-:5])([OH:4])=[O:1].[OH:16][P:15]([O-:18])([O-:17])=[O:14].[Na+:19].[Na+:19].[Na+:19].[Cl-:21].[Cl-:21].[K+:6].[K+:6] |f:0.1,2.3.4.5.6.7.8.9.10.11,12.13,15.16.17.18.19.20.21.22.23|. Reported procedure: Phosphate Buffered Saline (PBS) was prepared by dissolving 0.35 g Potassium phosphate monobasic, 7.5 g Sodium phosphate dibasic heptahydrate, and 22.5 g Sodium Chloride in water and adjusting the find volume to 5000 ml.